The task is: describe an organic reaction: reactants, conditions, products, and yield. This data is from the Open Reaction Database (ORD), a public repository of structured organic reaction records. Starting materials: C(C)(C)(C)OC(=O)N1C(COCC1)C(=O)O (4-(tert-butoxycarbonyl)morpholine-3-carboxylic acid), CCN(C(C)C)C(C)C (Hunig's base), [BH4-].[Na+] (NaBH4), FC=1C=C(C[C@@H]2NC(O[C@@H]2[C@@H]2N(C[C@@H](C2)OCC=C)C(C2=CC=CC=C2)C2=CC=CC=C2)=O)C=C(C1)F ((4S,5S)-4-(3,5-difluorobenzyl)-5-((2R,4R)-4-(allyloxy)-1-benzhydrylpyrrolidin-2-yl)oxazolidin-2-one), OCC1N(CCOC1)C(=O)OC(C)(C)C (tert-Butyl 3-(hydroxymethyl)morpholine-4-carboxylate), ClCCOC=O (chloroethylformate). Solvent: C1CCOC1 (THF), CO (MeOH). Conditions: time 1.5 hour. Yields the product product, FC=1C=C(C[C@@H]2NC(O[C@@H]2[C@@H]2N(C[C@H](C2)O)C(C2=CC=CC=C2)C2=CC=CC=C2)=O)C=C(C1)F ((4S,5S)-4-(3,5-difluorobenzyl)-5-((2R,4S)-1-benzhydryl-4-hydroxypyrrolidin-2-yl)oxazolidin-2-one). The yield is 81.0%. As a reaction SMILES: [F:1][C:2]1[CH:3]=[C:4]([CH:34]=[C:35]([F:37])[CH:36]=1)[CH2:5][C@H:6]1[C@@H:10]([C@H:11]2[CH2:15][C@@H:14]([O:16]CC=C)[CH2:13][N:12]2[CH:20]([C:27]2[CH:32]=[CH:31][CH:30]=[CH:29][CH:28]=2)[C:21]2[CH:26]=[CH:25][CH:24]=[CH:23][CH:22]=2)[O:9][C:8](=[O:33])[NH:7]1.OCC1COCCN1C(OC(C)(C)C)=O.C(OC(N1CCOCC1C(O)=O)=O)(C)(C)C.CCN(C(C)C)C(C)C.ClCCOC=O.[BH4-].[Na+]>C1COCC1.CO>[F:37][C:35]1[CH:34]=[C:4]([CH:3]=[C:2]([F:1])[CH:36]=1)[CH2:5][C@H:6]1[C@@H:10]([C@H:11]2[CH2:15][C@H:14]([OH:16])[CH2:13][N:12]2[CH:20]([C:21]2[CH:22]=[CH:23][CH:24]=[CH:25][CH:26]=2)[C:27]2[CH:32]=[CH:31][CH:30]=[CH:29][CH:28]=2)[O:9][C:8](=[O:33])[NH:7]1 |f:5.6|. Procedure details: Step L (1): tert-Butyl 3-(hydroxymethyl)morpholine-4-carboxylate. To a solution of 4-(tert-butoxycarbonyl)morpholine-3-carboxylic acid (4.7 g, 20.35 mmol) in THF (120 mL) were added Hunig's base (6.6 g, 50.875 mmol). Then chloroethylformate (2.65 g, 24.4 mmol) was added at 0° C. After stirring from 0° C. to rt over 1.5 h, NaBH4 (3.1 g, 81.4 mmol) was added and after 15 min, MeOH (20 mL) was added slowly at 0° C. After stirring at rt for 1 h, THF and MeOH was removed and ethyl acetate (600 mL) wa... Starting materials: C(=O)NNC(=O)NC1CCN(CC1)CC1=CC=CC=C1 (2-Formyl-N-[1-(phenylmethyl)-4-piperidinyl]-hydrazinecarboxamide), [OH-].[K+] (Potassium hydroxide), Cl (hydrochloric acid). Run at temperature 90 celsius. The product is C1(=CC=CC=C1)CN1CCC(CC1)N1C(NN=C1)=O (2,4-Dihydro-4-[1-(phenylmethyl)-4-piperidinyl]-3H-1,2,4-triazol-3-one). The yield is 94.1%. RXN SMILES: [CH:1]([NH:3][NH:4][C:5]([NH:7][CH:8]1[CH2:13][CH2:12][N:11]([CH2:14][C:15]2[CH:20]=[CH:19][CH:18]=[CH:17][CH:16]=2)[CH2:10][CH2:9]1)=[O:6])=O.[OH-].[K+].Cl>>[C:15]1([CH2:14][N:11]2[CH2:12][CH2:13][CH:8]([N:7]3[CH:1]=[N:3][NH:4][C:5]3=[O:6])[CH2:9][CH2:10]2)[CH:20]=[CH:19][CH:18]=[CH:17][CH:16]=1 |f:1.2|. Reported procedure: 2-Formyl-N-[1-(phenylmethyl)-4-piperidinyl]-hydrazinecarboxamide (Example 64(a)) (2.5 g) was divided between S x 10 mL vials. Potassium hydroxide (5 mL, 1 M solution in methanol) was added to each vial and the reactions were heated at 90° C. for 35 minutes within a microwave. The combined products were acidified to pH6 with aqueous 2M hydrochloric acid and were then evaporated to dryness. Purification (SiO2, methanol:dichloromethane:acetic acid 15:85:1 as eluant) gave the sub-title compound as a... Starting materials: Cc1cccc2c1CC(=O)N2, O=Cc1ccc2[nH]ccc2c1. Product: Cc1cccc2c1C(=Cc1ccc3[nH]ccc3c1)C(=O)N2. Reaction SMILES: [CH3:1][c:2]1[c:3]2[c:7]([cH:8][cH:9][cH:10]1)[NH:6][C:5](=[O:11])[CH2:4]2.[nH:12]1[cH:13][cH:14][c:15]2[cH:16][c:17]([CH:21]=[O:22])[cH:18][cH:19][c:20]12>>[CH3:1][c:2]1[c:3]2[c:7]([cH:8][cH:9][cH:10]1)[NH:6][C:5](=[O:11])[C:4]2=[CH:21][c:17]1[cH:16][c:15]2[cH:14][cH:13][nH:12][c:20]2[cH:19][cH:18]1. The reactants are ClC1=C(C(=NC=C1)N)I (4-chloro-3-iodopyridin-2-amine), [OH-].[Na+] (NaOH), FC1=C(C=C(C=C1)F)O (2,5-difluoro phenol), C1CCC2=NCCCN2CC1 (DBU). Run in CN1CCCC1=O (NMP). Run at temperature 170 celsius, time 6 hour. The product is FC1=C(OC2=C(C(=NC=C2)N)I)C=C(C=C1)F (4-(2,5-difluorophenoxy)-3-iodopyridin-2-amine). Yield: 62.1%. Reaction SMILES: Cl[C:2]1[CH:7]=[CH:6][N:5]=[C:4]([NH2:8])[C:3]=1[I:9].[F:10][C:11]1[CH:16]=[CH:15][C:14]([F:17])=[CH:13][C:12]=1[OH:18].C1CCN2C(=NCCC2)CC1.[OH-].[Na+]>CN1C(=O)CCC1>[F:10][C:11]1[CH:16]=[CH:15][C:14]([F:17])=[CH:13][C:12]=1[O:18][C:2]1[CH:7]=[CH:6][N:5]=[C:4]([NH2:8])[C:3]=1[I:9] |f:3.4|. Procedure details: 4-chloro-3-iodopyridin-2-amine (3.00 g, 11.79 mmol), 2,5-difluoro phenol (4.60 g, 35.4 mmol), DBU (1.777 ml, 11.79 mmol) were combined in NMP (15 mL) and solution was stirred at 170° C. for 6 h under microwave irradiation. The crude reaction mixture was poured into 1N NaOH solution (70 mL), the resultant suspension was filtered, washed with water (5×10 mL) and dried to afford crude product which was purified by silica gel chromatography (EtOAc-hexanes) to afford 4-(2,5-difluorophenoxy)-3-iodopyr... Starting materials: CC(=O)Nc1cc(N2CCCCC2)nc(=N)n1O, CCO, [Na+], [OH-]. Yields the product N=c1nc(N2CCCCC2)cc(N)n1O. Reaction SMILES: [C:1](=[O:2])([CH3:3])[NH:4][c:5]1[cH:6][c:7]([N:13]2[CH2:14][CH2:15][CH2:16][CH2:17][CH2:18]2)[n:8][c:9](=[NH:12])[n:10]1[OH:11].[CH3:21][CH2:22][OH:23].[Na+:20].[OH-:19]>>[NH2:4][c:5]1[cH:6][c:7]([N:13]2[CH2:14][CH2:15][CH2:16][CH2:17][CH2:18]2)[n:8][c:9](=[NH:12])[n:10]1[OH:11]. Reported procedure: 4-(3-Methanesulfonyloxy-propyl)-benzoic acid methyl ester (800 mg, 2.9 mmol), piperidin-3-yl-carbamic acid tert-butyl ester (290 mg, 1.45 mmol), potassium carbonate (500 mg, 3.6 mmol) and sodium iodide (100 mg 0.67 mmol) in acetonitrile (20 ml) are heated under reflux for two days and evaporated. The residue is taken up in dimethylsulfoxide (10 ml) and stirred at 90° C. for 5 h. The resulting mixture is purified by preparative HPLC-MS (MeOH/H2O+0.1% TFA). Potassiumcarbonate solution is added to ... As a reaction SMILES: [CH3:1][O:2][C:3](=[O:18])[C:4]1[CH:9]=[CH:8][C:7]([CH2:10][CH2:11][CH2:12]OS(C)(=O)=O)=[CH:6][CH:5]=1.[C:19]([O:23][C:24](=[O:32])[NH:25][CH:26]1[CH2:31][CH2:30][CH2:29][NH:28][CH2:27]1)([CH3:22])([CH3:21])[CH3:20].C(=O)([O-])[O-].[K+].[K+].[I-].[Na+]>C(#N)C>[CH3:1][O:2][C:3](=[O:18])[C:4]1[CH:9]=[CH:8][C:7]([CH2:10][CH2:11][CH2:12][N:28]2[CH2:29][CH2:30][CH2:31][CH:26]([NH:25][C:24]([O:23][C:19]([CH3:22])([CH3:21])[CH3:20])=[O:32])[CH2:27]2)=[CH:6][CH:5]=1 |f:2.3.4,5.6|. The reactants are COC(C1=CC=C(C=C1)CCCOS(=O)(=O)C)=O (4-(3-Methanesulfonyloxy-propyl)-benzoic acid methyl ester), C(C)(C)(C)OC(NC1CNCCC1)=O (piperidin-3-yl-carbamic acid tert-butyl ester), C([O-])([O-])=O.[K+].[K+] (potassium carbonate), [I-].[Na+] (sodium iodide). The solvent is C(C)#N (acetonitrile). Run at temperature 90 celsius, time 5 hour. Yields the product COC(C1=CC=C(C=C1)CCCN1CC(CCC1)NC(=O)OC(C)(C)C)=O (4-[3-(3-tert-Butoxycarbonylamino-piperidin-1-yl)-propyl]-benzoic acid methyl ester). The reactants are C(C)(C)(C)NS(=O)(=O)C=1C(=CC=CC1)C1=CC(=C(C=C1)N)F (4′-Amino-3′-fluoro-biphenyl-2-sulfonic acid tert-butylamide), C([O-])(O)=O.[Na+] (sodium bicarbonate), acid chloride, CC(C(=O)Cl)=C (2-methyl-acryloyl chloride). Solvent: C(C)(=O)OCC (ethyl acetate). Reaction conditions: time 2 hour. Yields the product C(C)(C)(C)NS(=O)(=O)C1=C(C=CC=C1)C1=CC(=C(C=C1)NC(C(=C)C)=O)F (N-(2′-tert-Butylsulfamoyl-3-fluoro-biphenyl-4-yl)-2-methyl-acrylamide). Reaction SMILES: [C:1]([NH:5][S:6]([C:9]1[C:10]([C:15]2[CH:20]=[CH:19][C:18]([NH2:21])=[C:17]([F:22])[CH:16]=2)=[CH:11][CH:12]=[CH:13][CH:14]=1)(=[O:8])=[O:7])([CH3:4])([CH3:3])[CH3:2].C(=O)(O)[O-].[Na+].[CH3:28][C:29](=[CH2:33])[C:30](Cl)=[O:31]>C(OCC)(=O)C>[C:1]([NH:5][S:6]([C:9]1[CH:14]=[CH:13][CH:12]=[CH:11][C:10]=1[C:15]1[CH:20]=[CH:19][C:18]([NH:21][C:30](=[O:31])[C:29]([CH3:33])=[CH2:28])=[C:17]([F:22])[CH:16]=1)(=[O:8])=[O:7])([CH3:4])([CH3:2])[CH3:3] |f:1.2|. Reported procedure: To 4′-Amino-3′-fluoro-biphenyl-2-sulfonic acid tert-butylamide (5.000 g, 15.51 mmoles) at room temperature in ethyl acetate (50 ml) was added saturated sodium bicarbonate, aqueous, 50 ml and then 2-methyl-acryloyl chloride (1.25 equiv.). Stirred for 2 hours then added a further 1 ml of the acid chloride. After 2 hours an aliquot showed product by NMR. Product seems to co-run with starting material. Extracted into ethyl acetate, washed with brine, dried MgSO4, and then concentrated in vacuo. Coll... Procedure: A mixture of 32.9 g of 1-(6-bromo-1-oxohexyl)-3,4-dimethoxybenzene, 3.0 g of 10% palladium on carbon and 5 drops of concentrated sulfuric acid in 200 mL of acetic acid was shaken under hydrogen pressure for 9 hours in a Parr hydrogenator at an initial pressure of 55 psi. The reaction mixture was filtered through Celite and the filtrate was concentrated at reduced pressure. The residue was purified by HPLC using 10% ethyl acetate-hexane to give 28.7 g (91% yield) of 1-(6-bromohexyl)-3,4-dimethoxy... Reaction SMILES: [Br:1][CH2:2][CH2:3][CH2:4][CH2:5][CH2:6][C:7]([C:9]1[CH:14]=[CH:13][C:12]([O:15][CH3:16])=[C:11]([O:17][CH3:18])[CH:10]=1)=O>[Pd].S(=O)(=O)(O)O.C(O)(=O)C>[Br:1][CH2:2][CH2:3][CH2:4][CH2:5][CH2:6][CH2:7][C:9]1[CH:14]=[CH:13][C:12]([O:15][CH3:16])=[C:11]([O:17][CH3:18])[CH:10]=1. Reactants: BrCCCCCC(=O)C1=CC(=C(C=C1)OC)OC (1-(6-bromo-1-oxohexyl)-3,4-dimethoxybenzene). Yields the product BrCCCCCCC1=CC(=C(C=C1)OC)OC (1-(6-bromohexyl)-3,4-dimethoxybenzene). Yield: 91.3%. Run in C(C)(=O)O (acetic acid). Reaction conditions: time 9 hour. Reagents/catalysts: [Pd] (palladium on carbon), S(O)(O)(=O)=O (sulfuric acid). Starting materials: O (water), CC(C#CC=1C=CC(=C(CNC(OC)=O)C1)F)(C)C (methyl N-[5-(3,3-dimethyl-1-butynyl)-2-fluorobenzyl]carbamate), COCBr (bromomethyl methyl ether), [H-].[Na+] (sodium hydride). Run in CN(C=O)C (N,N-dimethylformamide). Reaction conditions: time 30 minute. The product is CC(C#CC=1C=CC(=C(CN(C(OC)=O)COC)C1)F)(C)C (methyl N-[5-(3,3-dimethyl-1-butynyl)-2-fluorobenzyl]-N-methoxymethylcarbamate). The yield is 55.7%. RXN SMILES: [CH3:1][C:2]([CH3:19])([CH3:18])[C:3]#[C:4][C:5]1[CH:6]=[CH:7][C:8]([F:17])=[C:9]([CH:16]=1)[CH2:10][NH:11][C:12](=[O:15])[O:13][CH3:14].[H-].[Na+].[CH3:22][O:23][CH2:24]Br.O>CN(C)C=O>[CH3:1][C:2]([CH3:19])([CH3:18])[C:3]#[C:4][C:5]1[CH:6]=[CH:7][C:8]([F:17])=[C:9]([CH:16]=1)[CH2:10][N:11]([CH2:22][O:23][CH3:24])[C:12](=[O:15])[O:13][CH3:14] |f:1.2|. Procedure: 0.20 g of methyl N-[5-(3,3-dimethyl-1-butynyl)-2-fluorobenzyl]carbamate was dissolved in N,N-dimethylformamide (5 ml). To this solution, 0.10 g of sodium hydride (60 wt %) was added at room temperature, followed by stirring for 30 minutes. Then, 0.14 g of bromomethyl methyl ether was added at room temperature, followed by stirring for 3 hours. The reaction solution was poured into water and extracted with ethyl acetate, followed by drying over anhydrous magnesium sulfate. The solvent was distill...